Task: describe an organic reaction: reactants, conditions, products, and yield. Dataset: the Open Reaction Database (ORD), a public repository of structured organic reaction records The reactants are FC(CC(CC(=O)OCC1=CC=CC=C1)=O)(F)F (Benzyl 5,5,5-trifluoro-3-oxopentanoate), C(C)(=O)[O-].[NH4+] (ammonium acetate). The solvent is C(C)O (ethanol). Reaction conditions: temperature 80 celsius. Product: N/C(=C/C(=O)OCC1=CC=CC=C1)/CC(F)(F)F (Benzyl (2E)-3-amino-5,5,5-trifluoropent-2-enoate). Yield: 33.9%. As a reaction SMILES: [F:1][C:2]([F:18])([F:17])[CH2:3][C:4](=O)[CH2:5][C:6]([O:8][CH2:9][C:10]1[CH:15]=[CH:14][CH:13]=[CH:12][CH:11]=1)=[O:7].C([O-])(=O)C.[NH4+:23]>C(O)C>[NH2:23]/[C:4](/[CH2:3][C:2]([F:18])([F:17])[F:1])=[CH:5]/[C:6]([O:8][CH2:9][C:10]1[CH:15]=[CH:14][CH:13]=[CH:12][CH:11]=1)=[O:7] |f:1.2|. Reported procedure: Benzyl 5,5,5-trifluoro-3-oxopentanoate (2.1 g) in ethanol (15 mL) was treated with ammonium acetate (2 g). The mixture was heated at 80° C. for 18 h and was then concentrated in vacuo. Water and DCM were added. The organic phase was separated and washed with sodium bicarbonate solution and water and then dried over sodium sulphate and filtered. The solvent was concentrated in vacuo to yield the title compound as a colourless oil (0.71 g). Reactants: C(=O)(C(F)(F)F)O (TFA), Cl (hydrochloric acid), C(C)(C)(C)OC(=O)N(C[C@@H](C=1C=NC=CC1)O)C[C@@H]1OC2=CC=C(C=C2CC1)SC=1C=C(C(=O)O)C=CC1 (3-{[(2R)-2-({(tert-butoxycarbonyl)[(2R)-2-hydroxy-2-(3-pyridinyl)ethyl]amino}methyl)-3,4-dihydro-2H-chromen-6-yl]sulfanyl}benzoic Acid). Run in O1CCOCC1 (1,4-dioxane). Reaction conditions: temperature 45 celsius, time 2 hour. Product: O[C@@H](CNC[C@@H]1OC2=CC=C(C=C2CC1)SC=1C=C(C(=O)O)C=CC1)C=1C=NC=CC1 (3-{[(2R)-2-({[(2R)-2-hydroxy-2-(3-pyridinyl)ethyl]amino}methyl)-3,4-dihydro-2H-chromen-6-yl]sulfanyl}benzoic Acid). Isolated yield 5.2%. Reaction SMILES: C(OC([N:8]([CH2:18][C@H:19]1[CH2:28][CH2:27][C:26]2[C:21](=[CH:22][CH:23]=[C:24]([S:29][C:30]3[CH:31]=[C:32]([CH:36]=[CH:37][CH:38]=3)[C:33]([OH:35])=[O:34])[CH:25]=2)[O:20]1)[CH2:9][C@H:10]([OH:17])[C:11]1[CH:12]=[N:13][CH:14]=[CH:15][CH:16]=1)=O)(C)(C)C.Cl.C(O)(C(F)(F)F)=O>O1CCOCC1>[OH:17][C@H:10]([C:11]1[CH:12]=[N:13][CH:14]=[CH:15][CH:16]=1)[CH2:9][NH:8][CH2:18][C@H:19]1[CH2:28][CH2:27][C:26]2[C:21](=[CH:22][CH:23]=[C:24]([S:29][C:30]3[CH:31]=[C:32]([CH:36]=[CH:37][CH:38]=3)[C:33]([OH:35])=[O:34])[CH:25]=2)[O:20]1. Procedure: To 670 mg (1.25 mmol) of crude 3-{[(2R)-2-({(tert-butoxycarbonyl)[(2R)-2-hydroxy-2-(3-pyridinyl)ethyl]amino}methyl)-3,4-dihydro-2H-chromen-6-yl]sulfanyl}benzoic acid (Example 173) diluted in 5 mL 1,4-dioxane, was added 0.5 mL of 6N hydrochloric acid slowly. The resulting mixture was stirred at 45° C. for 2 hours. After this time the mixture was concentrated in vacuo, dissolved in 2 mL of 1:1 methanol to water, and purified by HPLC (0-70% acetonitrile/0.1% TFA) to afford 28.5 mg (5% yield) of the... Starting materials: ClC=1C=C(C=CC1OC)C=1C=C(C(NN1)=O)C(=O)OC (6-(3-chloro-4-methoxyphenyl)-4-methoxycarbonyl-2H-pyridazin-3-one), BrCC(C)C (1-bromo-2-methylpropane). Yields the product ClC=1C=C(C=CC1OC)C=1C=C(C(N(N1)CC(C)C)=O)C(=O)OC (6-(3-Chloro-4-methoxyphenyl)-2-isobutyl-4-methoxycarbonyl-2H-pyridazin-3-one). Isolated yield 79.5%. As a reaction SMILES: [Cl:1][C:2]1[CH:3]=[C:4]([C:10]2[CH:11]=[C:12]([C:17]([O:19][CH3:20])=[O:18])[C:13](=[O:16])[NH:14][N:15]=2)[CH:5]=[CH:6][C:7]=1[O:8][CH3:9].Br[CH2:22][CH:23]([CH3:25])[CH3:24]>>[Cl:1][C:2]1[CH:3]=[C:4]([C:10]2[CH:11]=[C:12]([C:17]([O:19][CH3:20])=[O:18])[C:13](=[O:16])[N:14]([CH2:22][CH:23]([CH3:25])[CH3:24])[N:15]=2)[CH:5]=[CH:6][C:7]=1[O:8][CH3:9]. Procedure details: Using 6-(3-chloro-4-methoxyphenyl)-4-methoxycarbonyl-2H-pyridazin-3-one and 1-bromo-2-methylpropane as starting materials, the procedures of Example 1 were repeated likewise, whereby the title compound was obtained in a yield of 79.5%. Starting materials: ice water, NC=1SC=C(N1)/C(/C(=O)OCC)=N/O (ethyl 2-(2-amino-4-thiazolyl)-2-(Z)-hydroxyimino-acetate), ClCC#N (chloroacetonitrile), C([O-])([O-])=O.[K+].[K+] (potassium carbonate). Solvent: CN(C=O)C (dimethylformamide). Reaction conditions: time 20 hour. Product: NC=1SC=C(N1)/C(/C(=O)OCC)=N/OCC#N (ethyl 2-(2-amino-4-thiazolyl)-2-[(Z)-(cyanomethoxy)imino]-acetate). RXN SMILES: [NH2:1][C:2]1[S:3][CH:4]=[C:5](/[C:7](=[N:13]/[OH:14])/[C:8]([O:10][CH2:11][CH3:12])=[O:9])[N:6]=1.C(=O)([O-])[O-].[K+].[K+].Cl[CH2:22][C:23]#[N:24]>CN(C)C=O>[NH2:1][C:2]1[S:3][CH:4]=[C:5](/[C:7](=[N:13]/[O:14][CH2:22][C:23]#[N:24])/[C:8]([O:10][CH2:11][CH3:12])=[O:9])[N:6]=1 |f:1.2.3|. Reported procedure: 54 g of ethyl 2-(2-amino-4-thiazolyl)-2-(Z)-hydroxyimino-acetate are dissolved in 500 ml of dimethylformamide. After the addition of 138 g of potassium carbonate, there are added dropwise within 1 hour 47 ml of chloroacetonitrile and the mixture is then stirred at room temperature for 20 hours. The dark solution obtained is poured into ice-water and extracted with ethyl acetate. The organic phase is washed with water, treated with active carbon, dried over magnesium sulphate and concentrated. Af... Reactants: C(#N)CC(=O)O (2-cyanoacetic acid), NC(=O)OCC (ethyl aminoformate), C1(=CC=CC=C1)C (toluene), P(=O)(Cl)(Cl)Cl (phosphorus oxychloride). Run in O (water), CN(C)C=O (DMF). Conditions: time 2 hour. Yields the product C(#N)CC(=O)NC(=O)OCC (ethyl (2-cyanoacetamido)formate). Yield: 66.6%. Reaction SMILES: [C:1]([CH2:3][C:4]([OH:6])=O)#[N:2].[NH2:7][C:8]([O:10][CH2:11][CH3:12])=[O:9].C1(C)C=CC=CC=1.P(Cl)(Cl)(Cl)=O>O.CN(C=O)C>[C:1]([CH2:3][C:4]([NH:7][C:8]([O:10][CH2:11][CH3:12])=[O:9])=[O:6])#[N:2]. Reported procedure: 2-cyanoacetic acid (85 g, 1 mol) and ethyl aminoformate (89 g, 1 mol) were added to toluene (500 mL). To the mixture was slowly added phosphorus oxychloride (45 mL, 0.5 mol), and then added DMF (5 mL). The reaction was conducted at 70° C. for 2 h. After cooling, water (500 mL) was added to the reaction solution to quench phosphorus oxychloride. The reaction is filtered by suction. The filtered cake was washed with ethyl ether and dried to produce a white solid (104 g) in a yield of 67%. Starting materials: CN(C(=O)OCc1ccccc1)c1ccc([N+](=O)[O-])cc1O, CCO, CC(=O)OC(C)=O, CC(=O)O, [Fe]. The product is CC(=O)Nc1ccc(N(C)C(=O)OCc2ccccc2)c(O)c1. RXN SMILES: [CH2:1]([c:2]1[cH:3][cH:4][cH:5][cH:6][cH:7]1)[O:8][C:9](=[O:10])[N:11]([CH3:12])[c:13]1[c:14]([OH:22])[cH:15][c:16]([N+:19]([O-:20])=[O:21])[cH:17][cH:18]1.[CH3:23][CH2:24][OH:25].[CH3:26][C:27]([O:28][C:29](=[O:30])[CH3:31])=[O:32].[CH3:34][C:35](=[O:36])[OH:37].[Fe:33]>>[CH2:1]([c:2]1[cH:3][cH:4][cH:5][cH:6][cH:7]1)[O:8][C:9](=[O:10])[N:11]([CH3:12])[c:13]1[c:14]([OH:22])[cH:15][c:16]([NH:19][C:24]([CH3:23])=[O:25])[cH:17][cH:18]1. Starting materials: Br[C@@H](C(=O)O)CC1=CC=CC=C1 ((R)-2-bromo-3-phenyl-propionic acid), C(C)(=S)[O-].[K+] (potassium thioacetate). The reagents and catalysts are CCCCCCCC[N+](C)(CCCCCCCC)CCCCCCCC.[Cl-] (ALIQUAT 336). Solvent: C(C)(=O)OCC (ethyl acetate). Conditions: time 6 hour. The product is C(C)(=O)S[C@H](C(=O)O)CC1=CC=CC=C1 ((S)-2-acetylthio-3-phenyl-propionic acid). As a reaction SMILES: Br[C@H:2]([CH2:6][C:7]1[CH:12]=[CH:11][CH:10]=[CH:9][CH:8]=1)[C:3]([OH:5])=[O:4].[C:13]([O-:16])(=[S:15])[CH3:14].[K+]>CCCCCCCC[N+](CCCCCCCC)(CCCCCCCC)C.[Cl-].C(OCC)(=O)C>[C:13]([S:15][C@@H:2]([CH2:6][C:7]1[CH:12]=[CH:11][CH:10]=[CH:9][CH:8]=1)[C:3]([OH:5])=[O:4])(=[O:16])[CH3:14] |f:1.2,3.4|. Procedure details: In a 3 l-jacketed reactor, with mechanical stirring, refrigerator and thermometer, (R)-2-bromo-3-phenyl-propionic acid (385.8 g, 1.68 moles), ethyl acetate (1,143 ml) and ALIQUAT 336° (4.2 g, 0.01 mole) were charged at 15° C. under nitrogen flow. The mixture temperature was brought to 0° C. and potassium thioacetate (222 g, 1.944 moles) was added in two portions. The reaction temperature was kept at 15° C. for 6 hours, then the mixture was twice washed with an aqueous solution of sodium thiosulf... The reactants are C(C=C)B1OC(C(O1)(C)C)(C)C (2-allyl-4,4,5,5-tetramethyl-1,3,2-dioxaborolane), C(=O)C1=CS[C@H]2N([C@H]1C(=O)OC(C1=CC=CC=C1)C1=CC=CC=C1)C([C@H]2NC(CC2=CC=CC=C2)=O)=O (diphenylmethyl (4R, 6R, 7R)-3-formyl-7-phenylacetamidoceph-2-em-4-carboxylate). Run in C1(=CC=CC=C1)C (toluene). Product: OC(CC=C)C1=CS[C@H]2N([C@H]1C(=O)OC(C1=CC=CC=C1)C1=CC=CC=C1)C([C@H]2NC(CC2=CC=CC=C2)=O)=O (Diphenylmethyl (4R, 6R, 7R)-3(1-hydroxybut 3enyl)7phenylacetamidoceph-2em-4carboxylate). As a reaction SMILES: [CH2:1](B1OC(C)(C)C(C)(C)O1)[CH:2]=[CH2:3].[CH:13]([C:15]1[C@H:20]([C:21]([O:23][CH:24]([C:31]2[CH:36]=[CH:35][CH:34]=[CH:33][CH:32]=2)[C:25]2[CH:30]=[CH:29][CH:28]=[CH:27][CH:26]=2)=[O:22])[N:19]2[C:37](=[O:49])[C@@H:38]([NH:39][C:40](=[O:48])[CH2:41][C:42]3[CH:47]=[CH:46][CH:45]=[CH:44][CH:43]=3)[C@H:18]2[S:17][CH:16]=1)=[O:14]>C1(C)C=CC=CC=1>[OH:14][CH:13]([C:15]1[C@H:20]([C:21]([O:23][CH:24]([C:25]2[CH:26]=[CH:27][CH:28]=[CH:29][CH:30]=2)[C:31]2[CH:36]=[CH:35][CH:34]=[CH:33][CH:32]=2)=[O:22])[N:19]2[C:37](=[O:49])[C@@H:38]([NH:39][C:40](=[O:48])[CH2:41][C:42]3[CH:43]=[CH:44][CH:45]=[CH:46][CH:47]=3)[C@H:18]2[S:17][CH:16]=1)[CH2:3][CH:2]=[CH2:1]. Procedure details: A mixture of 2-allyl-4,4,5,5-tetramethyl-1,3,2-dioxaborolane (50 mg, 0.3 mmol), diphenylmethyl (4R, 6R, 7R)-3-formyl-7-phenylacetamidoceph-2-em-4-carboxylate (100 mg, 0.2 mmol), 0.4 nm molecular sieves (50 mg), and toluene (2 ml) was heated under reflux for 3 h and then cooled and purified by chromatography as in part a to give the title compound S-diastereomer, 20 mg (18%), and the R-diastereomer, 23 mg (20%). Reactants: [H][H] (hydrogen), [H][H] (hydrogen), CC1(NC2=C(C=CC=C2C(=C1)C)C)C (2,2,4,8-tetramethyl-1,2-dihydroquinoline), [H][H] (hydrogen). The reagents and catalysts are [Rh] (rhodium). Conditions: time 8 hour. Product: CC1(NC2C(CCCC2C(C1)C)C)C (2,2,4,8-tetramethyldecahydroquinoline), desired product. As a reaction SMILES: [CH3:1][C:2]1([CH3:14])[CH:11]=[C:10]([CH3:12])[C:9]2[C:4](=[C:5]([CH3:13])[CH:6]=[CH:7][CH:8]=2)[NH:3]1.[H][H]>[Rh]>[CH3:1][C:2]1([CH3:14])[CH2:11][CH:10]([CH3:12])[CH:9]2[CH:4]([CH:5]([CH3:13])[CH2:6][CH2:7][CH2:8]2)[NH:3]1. Procedure: 2,2,4,8-tetramethyldecahydroquinoline was prepared by reacting 74 grams of 2,2,4,8-tetramethyl-1,2-dihydroquinoline with hydrogen in the presence of 2 grams of rhodium at 5% by weight on charcoal at a temperature of 200° C., a pressure of 1000 psig, and over a period of 8 hours. The desired product was confirmed by NMR spectral analysis and carbon, hydrogen, nitrogen analysis (calculated content for C13H25N is the same as above and analyzed contents were 80.03% carbon, 13.38% hydrogen, and 6.09%... The reactants are FC1=C(C=C(C=C1)F)/C=C/CNC1CCN(CC1)CCN1C(COC2=C1C=C(C=C2)C#N)=O (4-[2-(4-{[(2E)-3-(2,5-Difluorophenyl)prop-2-en-1-yl]amino}piperidin-1-yl)ethyl]-3-oxo-3,4-dihydro-2H-1,4-benzoxazine-6-carbonitrile), [N+](=[N-])=CC(=O)OCC (ethyl diazoacetate). Reagents/catalysts: C(C)(=O)[O-].[Rh+2].C(C)(=O)[O-] (rhodium(II) acetate). The solvent is ClCCl (dichloromethane). Run at time 72 hour. Product: C(#N)C=1C=CC2=C(N(C(CO2)=O)CCN2CCC(CC2)N(CC(=O)OCC)C\C=C\C2=C(C=CC(=C2)F)F)C1 (Ethyl N-{1-[2-(6-cyano-3-oxo-2,3-dihydro-4H-1,4-benzoxazin-4-yl)ethyl]piperidin-4-yl}-N-[(2E)-3-(2,5-difluorophenyl)prop-2-en-1-yl]glycinate). The yield is 5.0%. RXN SMILES: [F:1][C:2]1[CH:7]=[CH:6][C:5]([F:8])=[CH:4][C:3]=1/[CH:9]=[CH:10]/[CH2:11][NH:12][CH:13]1[CH2:18][CH2:17][N:16]([CH2:19][CH2:20][N:21]2[C:26]3[CH:27]=[C:28]([C:31]#[N:32])[CH:29]=[CH:30][C:25]=3[O:24][CH2:23][C:22]2=[O:33])[CH2:15][CH2:14]1.[N+](=[CH:36][C:37]([O:39][CH2:40][CH3:41])=[O:38])=[N-]>ClCCl.C([O-])(=O)C.[Rh+2].C([O-])(=O)C>[C:31]([C:28]1[CH:29]=[CH:30][C:25]2[O:24][CH2:23][C:22](=[O:33])[N:21]([CH2:20][CH2:19][N:16]3[CH2:17][CH2:18][CH:13]([N:12]([CH2:11]/[CH:10]=[CH:9]/[C:3]4[CH:4]=[C:5]([F:8])[CH:6]=[CH:7][C:2]=4[F:1])[CH2:36][C:37]([O:39][CH2:40][CH3:41])=[O:38])[CH2:14][CH2:15]3)[C:26]=2[CH:27]=1)#[N:32] |f:3.4.5|. Reported procedure: To a mixture of 4-[2-(4-{[(2E)-3-(2,5-difluorophenyl)prop-2-en-1-yl]amino}piperidin-1-yl)ethyl]-3-oxo-3,4-dihydro-2H-1,4-benzoxazine-6-carbonitrile (Example 37) (120 mg, 0.265 mmol) and ethyl diazoacetate (0.09 mL) in dichloromethane (5 ml) was added rhodium(II) acetate (4 mg, 0.009 mmol) at room temperature. After 72 hrs, the product was concentrated and purified by preparative TLC to give 6.7 mg of product (5%).